Dataset: the Open Reaction Database (ORD), a public repository of structured organic reaction records. Task: describe an organic reaction: reactants, conditions, products, and yield Starting materials: BrCCCCBr, O=C([O-])[O-], CC1CCN(C)C(C)C1(C)CCN, CC#N, [K+], [K+]. The product is CC1CCN(C)C(C)C1(C)CCN1CCCC1. Reaction SMILES: [Br:14][CH2:15][CH2:16][CH2:17][CH2:18][Br:19].[C:20](=[O:21])([O-:22])[O-:23].[CH3:1][N:2]1[CH:3]([CH3:13])[C:4]([CH2:9][CH2:10][NH2:11])([CH3:12])[CH:5]([CH3:8])[CH2:6][CH2:7]1.[CH3:26][C:27]#[N:28].[K+:24].[K+:25]>>[CH3:1][N:2]1[CH:3]([CH3:13])[C:4]([CH2:9][CH2:10][N:11]2[CH2:15][CH2:16][CH2:17][CH2:18]2)([CH3:12])[CH:5]([CH3:8])[CH2:6][CH2:7]1. Starting materials: ClCCCOC=1C=C(C=NC1)OC (5-(3-chloropropoxy)-3-methoxypyridine), CN (methylamine). The solvent is CO (methanol). Reaction conditions: temperature 100 celsius. The product is CNCCCOC=1C=NC=C(C1)OC (Methyl(3-(5-methoxy-3-pyridyloxy)propyl)amine). As a reaction SMILES: Cl[CH2:2][CH2:3][CH2:4][O:5][C:6]1[CH:7]=[C:8]([O:12][CH3:13])[CH:9]=[N:10][CH:11]=1.[CH3:14][NH2:15]>CO>[CH3:14][NH:15][CH2:2][CH2:3][CH2:4][O:5][C:6]1[CH:11]=[N:10][CH:9]=[C:8]([O:12][CH3:13])[CH:7]=1. Reported procedure: Crude 5-(3-chloropropoxy)-3-methoxypyridine (0.75 g, 3.73 mmol) was dissolved in methanol (10.5 mL) and added to a 40 wt % aqueous solution of methylamine (10.6 mL) in a heavy-walled glass pressure-tube apparatus. The tube was sealed and the mixture was stirred and heated at 100° C. (oil bath temperature) for 4 h. After cooling, the solution was concentrated by rotary evaporation. Saturated NaCl solution (50 mL) was added, and the mixture was basified with 10% NaOH solution to pH 11. The mixture... The reactants are CCN(CC)c1ccccc1, ClCCl, C#CCOc1cc(C(=O)OC)cc(OC)c1OC. Product: COC(=O)c1cc(OC)c(OC)c2c1C=CCO2. Reaction SMILES: [CH2:19]([N:20]([CH2:21][CH3:22])[c:23]1[cH:24][cH:25][cH:26][cH:27][cH:28]1)[CH3:29].[CH2:30]([Cl:31])[Cl:32].[CH3:1][O:2][c:3]1[cH:4][c:5]([C:6](=[O:7])[O:8][CH3:9])[cH:10][c:11]([O:15][CH2:16][C:17]#[CH:18])[c:12]1[O:13][CH3:14]>>[CH3:1][O:2][c:3]1[cH:4][c:5]([C:6](=[O:7])[O:8][CH3:9])[c:10]2[c:11]([c:12]1[O:13][CH3:14])[O:15][CH2:16][CH:17]=[CH:18]2. Starting materials: [BH4-], CC(=O)OCC1CCC2(O)CC(=O)CCC12C, CO, [Na+]. Yields the product CC(=O)OCC1CCC2(O)CC(O)CCC12C. Reaction SMILES: [BH4-:18].[C:1]([CH3:2])(=[O:3])[O:4][CH2:5][CH:6]1[CH2:7][CH2:8][C:9]2([OH:17])[CH2:10][C:11](=[O:16])[CH2:12][CH2:13][C:14]12[CH3:15].[CH3:20][OH:21].[Na+:19]>>[C:1]([CH3:2])(=[O:3])[O:4][CH2:5][CH:6]1[CH2:7][CH2:8][C:9]2([OH:17])[CH2:10][CH:11]([OH:16])[CH2:12][CH2:13][C:14]12[CH3:15]. The reactants are C(C)[Mg]Br (ethylmagnesium bromide), COC=1C=C2C(=CC=NC2=CC1OC)OC1=C(C=O)C=C(C=C1)I (2-[(6,7-Dimethoxy-4-quinolyl)oxy]-5-iodobenzaldehyde), O (Water). Run in O1CCCC1 (tetrahydrofuran), O1CCCC1 (tetrahydrofuran). Conditions: temperature 0 celsius, time 1 hour. Product: COC=1C=C2C(=CC=NC2=CC1OC)OC1=C(C=C(C=C1)I)C(CC)O (1-{2-[(6,7-dimethoxy-4-quinolyl)oxy]-5-iodophenyl}-1-propanol). Reaction SMILES: [CH3:1][O:2][C:3]1[CH:4]=[C:5]2[C:10](=[CH:11][C:12]=1[O:13][CH3:14])[N:9]=[CH:8][CH:7]=[C:6]2[O:15][C:16]1[CH:23]=[CH:22][C:21]([I:24])=[CH:20][C:17]=1[CH:18]=[O:19].[CH2:25]([Mg]Br)[CH3:26].O>O1CCCC1>[CH3:1][O:2][C:3]1[CH:4]=[C:5]2[C:10](=[CH:11][C:12]=1[O:13][CH3:14])[N:9]=[CH:8][CH:7]=[C:6]2[O:15][C:16]1[CH:23]=[CH:22][C:21]([I:24])=[CH:20][C:17]=1[CH:18]([OH:19])[CH2:25][CH3:26]. Reported procedure: 2-[(6,7-Dimethoxy-4-quinolyl)oxy]-5-iodobenzaldehyde was dissolved in anhydrous tetrahydrofuran (1 ml) to prepare a solution. A 1 M tetrahydrofuran solution (0.5 ml) of ethylmagnesium bromide was added to the solution at 0° C., and the mixture was stirred at 0° C. for one hr. Water (1 ml) was added dropwise to the reaction solution to stop the reaction. The mixture was extracted with ethyl acetate, and the ethyl acetate layer was then washed with water and saturated brine and was dried over anhy... Starting materials: C(C)(=O)O[C@H]1[C@@H](OS(=O)(=O)C(F)(F)F)[C@@H](OC(C)=O)[C@H](OC(C)=O)[C@H](O1)COC(C)=O (1,3,4,6-tetra-O-acetyl-2-O-trifluoromethanesulfonyl-β-D-mannopyranose), [N-]=[N+]=[N-].[Na+] (sodium azide). Solvent: C(Cl)Cl (CH2Cl2), CN(C)C=O (DMF). Reaction conditions: temperature 40 celsius. Product: N(=[N+]=[N-])[C@H]1[C@H](OC(C)=O)O[C@@H]([C@H]([C@@H]1OC(C)=O)OC(C)=O)COC(C)=O (2-azido-2-deoxy-1,3,4,6-tetra-O-acetyl-β-D-glucopyranose). Isolated yield 80.6%. Reaction SMILES: [C:1]([O:4][C@@H:5]1[O:26][C@H:25]([CH2:27][O:28][C:29](=[O:31])[CH3:30])[C@@H:20]([O:21][C:22](=[O:24])[CH3:23])[C@H:15]([O:16][C:17](=[O:19])[CH3:18])[C@@H:6]1OS(C(F)(F)F)(=O)=O)(=[O:3])[CH3:2].[N-:32]=[N+:33]=[N-:34].[Na+]>CN(C=O)C.C(Cl)Cl>[N:32]([C@@H:6]1[C@@H:15]([O:16][C:17](=[O:19])[CH3:18])[C@H:20]([O:21][C:22](=[O:24])[CH3:23])[C@@H:25]([CH2:27][O:28][C:29](=[O:31])[CH3:30])[O:26][C@H:5]1[O:4][C:1](=[O:3])[CH3:2])=[N+:33]=[N-:34] |f:1.2|. Procedure details: To a solution of mannose triflate 56 (1.28 g, 2.66 mmol) in 14 mL of DMF is added sodium azide (0.69 g, 10.5 mmol). The reaction mixture is heated at 40° C. for 1.75 h, cooled to room temperature, diluted with 100 mL of CH2Cl2, washed with H2O (100 mL), saturated NaCl (100 mL), dried over MgSO4, filtered, and concentrated to afford a yellow oil. The product is purified by flash chromatography (33% EtOAc/hexane) to afford 0.80 g (81%) of 2-azido-2-deoxy-1,3,4,6-tetra-O-acetyl-β-D-glucopyranose 57... Starting materials: CC1=NC(=NC(=C1)C1=CC(=CC(=C1)C)C)N (4-methyl-6-(3,5-dimethyl-phenyl)-pyrimidin-2-ylamine), C1CC(=O)N(C1=O)I (NIS). The solvent is C(Cl)Cl.CO (DCM MeOH). Yields the product IC=1C(=NC(=NC1C1=CC(=CC(=C1)C)C)N)C (5-Iodo-4-methyl-6-(3,5-dimethyl-phenyl)-pyrimidin-2-ylamine). As a reaction SMILES: [CH3:1][C:2]1[CH:7]=[C:6]([C:8]2[CH:13]=[C:12]([CH3:14])[CH:11]=[C:10]([CH3:15])[CH:9]=2)[N:5]=[C:4]([NH2:16])[N:3]=1.C1C(=O)N([I:24])C(=O)C1>C(Cl)Cl.CO>[I:24][C:7]1[C:2]([CH3:1])=[N:3][C:4]([NH2:16])=[N:5][C:6]=1[C:8]1[CH:13]=[C:12]([CH3:14])[CH:11]=[C:10]([CH3:15])[CH:9]=1 |f:2.3|. Reported procedure: The title compound is synthesized according to general procedure GP1 starting from 3.2 g (11 mmol) 4-methyl-6-(3,5-dimethyl-phenyl)-pyrimidin-2-ylamine and 2.5 g (11 mmol) NIS. Yield after chromatography on silica gel with DCM/MeOH: 1.1 g (31%). Starting materials: S1C(=CC=C1)C=1OC2=C(N1)C=CC(=C2)C=O (2-thiophen-2-yl-benzoxazole-6-carbaldehyde), I/C=C/C(=O)OCC (ethyl (E)-3-iodoacrylate), [Cl-].[NH4+] (ammonium chloride). The reagents and catalysts are [Cl-].[Cr+2].[Cl-] (chromium-(II)-chloride), [Ni](Cl)Cl (nickel-(II)-chloride). The solvent is CS(=O)C (DMSO). Run at time 8 hour. The product is OC(/C=C/C(=O)OCC)C1=CC2=C(N=C(O2)C=2SC=CC2)C=C1 (ethyl (E)-4-hydroxy-4-(2-thiophen-2-yl-benzoxazol-6-yl)but-2-enoate). As a reaction SMILES: [S:1]1[CH:5]=[CH:4][CH:3]=[C:2]1[C:6]1[O:7][C:8]2[CH:14]=[C:13]([CH:15]=[O:16])[CH:12]=[CH:11][C:9]=2[N:10]=1.I/[CH:18]=[CH:19]/[C:20]([O:22][CH2:23][CH3:24])=[O:21].[Cl-].[NH4+]>CS(C)=O.[Cl-].[Cr+2].[Cl-].[Ni](Cl)Cl>[OH:16][CH:15]([C:13]1[CH:12]=[CH:11][C:9]2[N:10]=[C:6]([C:2]3[S:1][CH:5]=[CH:4][CH:3]=3)[O:7][C:8]=2[CH:14]=1)/[CH:18]=[CH:19]/[C:20]([O:22][CH2:23][CH3:24])=[O:21] |f:2.3,5.6.7|. Procedure details: A solution of 1.2 g (5.23 mmol) 2-thiophen-2-yl-benzoxazole-6-carbaldehyde and 2.5 g (11.06 mmol) ethyl (E)-3-iodoacrylate in DMSO is added dropwise at RT to 4.0 g (32.55 mmol) chromium-(II)-chloride and 10 mg (0.08 mmol) nickel-(II)-chloride. The reaction mixture is stirred overnight at RT, then combined with sat. ammonium chloride solution and extracted 3× with DCM. The combined org. phases are concentrated by rotary evaporation i. V. and the residue is purified on silica gel (eluant: cyclohex...